Dataset: the Open Reaction Database (ORD), a public repository of structured organic reaction records. Task: describe an organic reaction: reactants, conditions, products, and yield Starting materials: C(=O)C=1C=C2C(N(C=NC2=CC1)C=1C=C(C(=O)OC)C=CC1C)=O (methyl 3-(6-formyl-4-oxoquinazolin-3(4H)-yl)-4-methylbenzoate), N1CCOCC1 (morpholine), C(C)(=O)O[BH-](OC(C)=O)OC(C)=O.[Na+] (sodium triacetoxyborohydride). The reagents and catalysts are CC([O-])C.[Ti+4].CC([O-])C.CC([O-])C.CC([O-])C (titanium isopropoxide). Solvent: O.C(Cl)Cl (water methylene chloride), C(Cl)Cl (methylene chloride). Reaction conditions: time 1 hour. Yields the product CC1=C(C=C(C(=O)OC)C=C1)N1C=NC2=CC=C(C=C2C1=O)CN1CCOCC1 (methyl 4-methyl-3-[6-(morpholin-4-ylmethyl)-4-oxoquinazolin-3(4H)-yl]benzoate). RXN SMILES: [CH:1]([C:3]1[CH:4]=[C:5]2[C:10](=[CH:11][CH:12]=1)[N:9]=[CH:8][N:7]([C:13]1[CH:14]=[C:15]([CH:20]=[CH:21][C:22]=1[CH3:23])[C:16]([O:18][CH3:19])=[O:17])[C:6]2=[O:24])=O.[NH:25]1[CH2:30][CH2:29][O:28][CH2:27][CH2:26]1.C(O[BH-](OC(=O)C)OC(=O)C)(=O)C.[Na+]>C(Cl)Cl.O.C(Cl)Cl.CC(C)[O-].[Ti+4].CC(C)[O-].CC(C)[O-].CC(C)[O-]>[CH3:23][C:22]1[CH:21]=[CH:20][C:15]([C:16]([O:18][CH3:19])=[O:17])=[CH:14][C:13]=1[N:7]1[C:6](=[O:24])[C:5]2[C:10](=[CH:11][CH:12]=[C:3]([CH2:1][N:25]3[CH2:30][CH2:29][O:28][CH2:27][CH2:26]3)[CH:4]=2)[N:9]=[CH:8]1 |f:2.3,5.6,7.8.9.10.11|. Procedure details: To a solution of methyl 3-(6-formyl-4-oxoquinazolin-3(4H)-yl)-4-methylbenzoate (0.60 g) and titanium isopropoxide (1.10 ml) in methylene chloride (15 ml) was added morpholine (0.33 ml). The reaction was stirred at room temperature for 1 hour, then sodium triacetoxyborohydride (0.80 g) was added and stirred for a further 16 hours. The reaction mixture was diluted with water/methylene chloride (1:1) and filtered through diatomaceous earth (Celite®). The layers were separated, the aqueous layer ext... Starting materials: C(C)OC(CC(C)(C)O)=N (3-hydroxy-3-methyl-butyrimidic acid ethyl ester). Run in C(C)O (ethanol). Run at time 72 hour. Product: C(C)OC(CC(C)(O)C)(OCC)OCC (4,4,4-triethoxy-2-methyl-butan-2-ol). Reaction SMILES: [CH2:1]([O:3][C:4](=N)[CH2:5][C:6]([OH:9])([CH3:8])[CH3:7])[CH3:2]>C(O)C>[CH2:1]([O:3][C:4]([O:9][CH2:6][CH3:5])([O:3][CH2:1][CH3:2])[CH2:5][C:6]([CH3:8])([OH:9])[CH3:7])[CH3:2]. Procedure details: A solution of 3-hydroxy-3-methyl-butyrimidic acid ethyl ester (4.40 g) in ethanol (50 mL) was left to stand for 72 hours. The mixture was filtered and the filtrate concentrated to dryness under vacuum affording 4,4,4-triethoxy-2-methyl-butan-2-ol which was used for the next step without further purification or analysis. The reactants are CCOC(=O)C(OCC)Sc1ncnc2c1cnn2-c1ccccc1OC, C1CCOC1, ClCCl, [H-], Cc1csc(N)n1, [Na+], O. Product: CCOC(Sc1ncnc2c1cnn2-c1ccccc1OC)C(=O)Nc1nc(C)cs1. As a reaction SMILES: [CH2:10]([CH3:11])[O:12][CH:13]([C:14](=[O:15])[O:16][CH2:17][CH3:18])[S:19][c:20]1[c:21]2[c:22]([n:23][cH:24][n:25]1)[n:26](-[c:29]1[c:30]([O:35][CH3:36])[cH:31][cH:32][cH:33][cH:34]1)[n:27][cH:28]2.[CH2:38]1[O:39][CH2:40][CH2:41][CH2:42]1.[Cl:43][CH2:44][Cl:45].[H-:1].[NH2:3][c:4]1[s:5][cH:6][c:7]([CH3:9])[n:8]1.[Na+:2].[OH2:37]>>[NH:3]([c:4]1[s:5][cH:6][c:7]([CH3:9])[n:8]1)[C:14]([CH:13]([O:12][CH2:10][CH3:11])[S:19][c:20]1[c:21]2[c:22]([n:23][cH:24][n:25]1)[n:26](-[c:29]1[c:30]([O:35][CH3:36])[cH:31][cH:32][cH:33][cH:34]1)[n:27][cH:28]2)=[O:15]. Reactants: ClC=1C=C2N=C(C(NC2=CC1Cl)=O)C(F)(F)F (6,7-Dichloro-3-trifluoromethyl-1H-quinoxalin-2-one), P(Br)(Br)Br (phosphorus tribromide). Reaction conditions: temperature 140 celsius. Product: BrC1=NC2=CC(=C(C=C2N=C1C(F)(F)F)Cl)Cl (2-Bromo-6,7-dichloro-3-trifluoromethylquinoxaline). Reaction SMILES: [Cl:1][C:2]1[CH:3]=[C:4]2[C:9](=[CH:10][C:11]=1[Cl:12])[NH:8][C:7](=O)[C:6]([C:14]([F:17])([F:16])[F:15])=[N:5]2.P(Br)(Br)[Br:19]>>[Br:19][C:7]1[C:6]([C:14]([F:17])([F:16])[F:15])=[N:5][C:4]2[C:9](=[CH:10][C:11]([Cl:12])=[C:2]([Cl:1])[CH:3]=2)[N:8]=1. Procedure: 6,7-Dichloro-3-trifluoromethyl-1H-quinoxalin-2-one (500 mg, 1.8 mmol) was dissolved in phosphorus tribromide (2.0 ml), and the solution was heated at 140° C. for 16 hours. The reaction mixture was cooled to room temperature, before it was poured out on ice (100 g) and extracted with dichloromethane. The organic phase was separated and dried with anhydrous sodium sulphate, then taken to dryness by rotary evaporation to leave a pale brown powder. Starting materials: ClC=1C=C(C=CC1C#N)N(C(C(=O)O)CC)CC1CC1 (2-[(3-chloro-4-cyanophenyl)(cyclopropylmethyl)amino]butanoic acid), C(C)N (ethylamine). Yields the product ClC=1C=C(C=CC1C#N)N(C(C(=O)NCC)CC)CC1CC1 (2-[(3-Chloro-4-cyanophenyl)(cyclopropylmethyl)amino]-N-ethylbutanamide). Reaction SMILES: [Cl:1][C:2]1[CH:3]=[C:4]([N:10]([CH2:17][CH:18]2[CH2:20][CH2:19]2)[CH:11]([CH2:15][CH3:16])[C:12]([OH:14])=O)[CH:5]=[CH:6][C:7]=1[C:8]#[N:9].[CH2:21]([NH2:23])[CH3:22]>>[Cl:1][C:2]1[CH:3]=[C:4]([N:10]([CH2:17][CH:18]2[CH2:20][CH2:19]2)[CH:11]([CH2:15][CH3:16])[C:12]([NH:23][CH2:21][CH3:22])=[O:14])[CH:5]=[CH:6][C:7]=1[C:8]#[N:9]. Procedure details: Synthesized in a manner similar to example 3 using 2-[(3-chloro-4-cyanophenyl)(cyclopropylmethyl)amino]butanoic acid and ethylamine: MS (ES) m/z 320 (M+1).